Dataset: the Open Reaction Database (ORD), a public repository of structured organic reaction records. Task: describe an organic reaction: reactants, conditions, products, and yield Starting materials: Clc1cnc(Cl)c(Cl)c1, COCC1COC(=O)N1c1ccc(C(=O)N2CCNCC2)c(F)c1. Product: COCC1COC(=O)N1c1ccc(C(=O)N2CCN(c3ncc(Cl)cc3Cl)CC2)c(F)c1. Reaction SMILES: [Cl:25][c:26]1[n:27][cH:28][c:29]([Cl:33])[cH:30][c:31]1[Cl:32].[F:1][c:2]1[cH:3][c:4]([N:16]2[C:17](=[O:24])[O:18][CH2:19][CH:20]2[CH2:21][O:22][CH3:23])[cH:5][cH:6][c:7]1[C:8](=[O:9])[N:10]1[CH2:11][CH2:12][NH:13][CH2:14][CH2:15]1>>[F:1][c:2]1[cH:3][c:4]([N:16]2[C:17](=[O:24])[O:18][CH2:19][CH:20]2[CH2:21][O:22][CH3:23])[cH:5][cH:6][c:7]1[C:8](=[O:9])[N:10]1[CH2:11][CH2:12][N:13]([c:26]2[n:27][cH:28][c:29]([Cl:33])[cH:30][c:31]2[Cl:32])[CH2:14][CH2:15]1. Starting materials: CCOC(=O)Cl, COc1nc2cc(Cl)c(Cl)c(N(CC(N)=NO)S(C)(=O)=O)c2nc1OC, O, c1ccncc1. Product: CCOC(=O)ON=C(N)CN(c1c(Cl)c(Cl)cc2nc(OC)c(OC)nc12)S(C)(=O)=O. RXN SMILES: [Cl:27][C:28](=[O:29])[O:30][CH2:31][CH3:32].[NH2:1][C:2]([CH2:3][N:4]([S:5](=[O:6])(=[O:7])[CH3:8])[c:9]1[c:10]2[n:11][c:12]([O:23][CH3:24])[c:13]([O:21][CH3:22])[n:14][c:15]2[cH:16][c:17]([Cl:20])[c:18]1[Cl:19])=[N:25][OH:26].[OH2:33].[cH:34]1[cH:35][cH:36][n:37][cH:38][cH:39]1>>[NH2:1][C:2]([CH2:3][N:4]([S:5](=[O:6])(=[O:7])[CH3:8])[c:9]1[c:10]2[n:11][c:12]([O:23][CH3:24])[c:13]([O:21][CH3:22])[n:14][c:15]2[cH:16][c:17]([Cl:20])[c:18]1[Cl:19])=[N:25][O:26][C:28](=[O:29])[O:30][CH2:31][CH3:32]. The reactants are EtOAc hexanes, product, C(#C)C1=CC(=C(C=C1)NC1=C(C(=O)O)C=CC(=C1F)F)F (2-[(4-ethynyl-2-fluorophenyl)amino]-3,4-difluorobenzoic acid), N1=CC=CC2=CC=CC=C12 (quinoline). The reagents and catalysts are [Pd].CC(=O)[O-].CC(=O)[O-].[Pb+2] (Lindlar catalyst). The solvent is C1CCOC1 (THF). Run at time 15 minute. Product: FC=1C(=C(C(=O)O)C=CC1F)NC1=C(C=C(C=C1)C=C)F (3,4-difluoro-2-[(2-fluoro-4-vinylphenyl)amino]benzoic acid). Isolated yield 71.5%. As a reaction SMILES: [C:1]([C:3]1[CH:8]=[CH:7][C:6]([NH:9][C:10]2[C:18]([F:19])=[C:17]([F:20])[CH:16]=[CH:15][C:11]=2[C:12]([OH:14])=[O:13])=[C:5]([F:21])[CH:4]=1)#[CH:2].N1C2C(=CC=CC=2)C=CC=1>C1COCC1.[Pd].CC([O-])=O.CC([O-])=O.[Pb+2]>[F:19][C:18]1[C:10]([NH:9][C:6]2[CH:7]=[CH:8][C:3]([CH:1]=[CH2:2])=[CH:4][C:5]=2[F:21])=[C:11]([CH:15]=[CH:16][C:17]=1[F:20])[C:12]([OH:14])=[O:13] |f:3.4.5.6|. Reported procedure: The product of Example 1, Step C, 2-[(4-ethynyl-2-fluorophenyl)amino]-3,4-difluorobenzoic acid (540 mg, 1.86 mmol) and quinoline (220 mg) were dissolved in THF (50 mL), then Lindlar catalyst (11 mg) added. This mixture was stirred under an atmosphere of hydrogen (60 psi) for 3 periods of 15 minutes and monitored carefully by TLC (50% EtOAc/hexanes as eluant). The reaction mixture was filtered through Celite® which was washed well with EtOAc and the resulting filtrate concentrated (to 100 mL) und...